This data is from the Open Reaction Database (ORD), a public repository of structured organic reaction records. The task is: describe an organic reaction: reactants, conditions, products, and yield Reactants: Cl.N1CCOCC1 (morpholine hydrochloride), solution, C=O (formaldehyde), C(C1=CC=CC=C1)(=O)N1CC=2N(CC1)C=CC2 (2-benzoyl-1,2,3,4-tetrahydropyrrolo-[1,2-a]-pyrazine), solution, N (ammonia). Solvent: O (water). Reaction conditions: time 4 hour. Yields the product C(C1=CC=CC=C1)(=O)N1CC=2N(CC1)C(=CC2)CN2CCOCC2 (2-benzoyl-6-(morpholinomethyl)-1,2,3,4-tetrahydropyrrolo[1,2-a]pyrazine). Isolated yield 67.5%. Reaction SMILES: Cl.[NH:2]1[CH2:7][CH2:6][O:5][CH2:4][CH2:3]1.[CH2:8]=O.[C:10]([N:18]1[CH2:23][CH2:22][N:21]2[CH:24]=[CH:25][CH:26]=[C:20]2[CH2:19]1)(=[O:17])[C:11]1[CH:16]=[CH:15][CH:14]=[CH:13][CH:12]=1.N>O>[C:10]([N:18]1[CH2:23][CH2:22][N:21]2[C:24]([CH2:8][N:2]3[CH2:7][CH2:6][O:5][CH2:4][CH2:3]3)=[CH:25][CH:26]=[C:20]2[CH2:19]1)(=[O:17])[C:11]1[CH:12]=[CH:13][CH:14]=[CH:15][CH:16]=1 |f:0.1|. Reported procedure: A mixture of 2.05 g of morpholine hydrochloride, 1.24 g of a 40% solution of formaldehyde, and 3.4 g of 2-benzoyl-1,2,3,4-tetrahydropyrrolo-[1,2-a]-pyrazine was stirred for 4 hours at room temperature. 10 ml of water, alkalized with a 25% solution of ammonia, was added to the reaction mass and the product was extracted with benzene. The benzene solution was filtered through a column of aluminium oxide and the benzene was removed by distillation to give 2.2 g (67.5%) of 2-benzoyl-6-(morpholinomet... The product is N.CO (NH3 MeOH), C1(CC1)C1=CC(=C(C=C1N1N=NN=C1)NC1=NC=C(C(=N1)NC1CC(NC(C1)(C)C)(C)C)F)F (N2-(4-Cyclopropyl-2-Fluoro-5-(1H-Tetrazol-1-yl)Phenyl)-5-Fluoro-N4-(2,2,6,6-Tetramethylpiperidin-4-yl)Pyrimidine-2,4-Diamine). The reactants are N1=CN=CC=C1 (pyrimidine), Cl.ClC1=NC=C(C(=N1)NC1CC(NC(C1)(C)C)(C)C)F (2-chloro-5-fluoro-N-(2,2,6,6-tetramethylpiperidin-4-yl)pyrimidin-4-amine hydrochloride), C1(CC1)C1=CC(=C(C=C1N1N=NN=C1)N)F (4-cyclopropyl-2-fluoro-5-(1H-tetrazol-1-yl)benzenamine), PTSA monohydrate, N1N=NN=C1 (tetrazole), NC=1C=C(C(=O)O)C=CC1 (3-amino benzoic acid), ClC1=NC=C(C(=N1)NC1CC(NC(C1)(C)C)(C)C)F (2-chloro-5-fluoro-N-(2,2,6,6-tetramethylpiperidin-4-yl)pyrimidin-4-amine). Procedure details: A mixture of 2-chloro-5-fluoro-N-(2,2,6,6-tetramethylpiperidin-4-yl)pyrimidin-4-amine hydrochloride (6.68 g, 20.68 mmol, 1 equiv), 4-cyclopropyl-2-fluoro-5-(1H-tetrazol-1-yl)benzenamine (6.80 g, 31.02 mmol, 1.5 equiv), and PTSA monohydrate (3.15 g, 16.54 mmol, 0.8 equiv) in IPA (200 mL) were heated to 70° C. for 4 days. LCMS indicated 2-4% of the cleaved tetrazole product and 7-9% unreacted 2-chloro-5-fluoro-N-(2,2,6,6-tetramethylpiperidin-4-yl)pyrimidin-4-amine. After cooling the reaction mixtu... RXN SMILES: Cl.ClC1N=C(NC2CC(C)(C)NC(C)(C)C2)C(F)=C[N:4]=1.[CH:21]1([C:24]2[C:29]([N:30]3[CH:34]=[N:33][N:32]=[N:31]3)=[CH:28][C:27]([NH2:35])=[C:26]([F:36])[CH:25]=2)[CH2:23][CH2:22]1.N1C=NN=N1.Cl[C:43]1[N:48]=[C:47]([NH:49][CH:50]2[CH2:55][C:54]([CH3:57])([CH3:56])[NH:53][C:52]([CH3:59])([CH3:58])[CH2:51]2)[C:46]([F:60])=[CH:45][N:44]=1.NC1C=C(C=CC=1)[C:65](O)=[O:66].N1C=CC=NC=1>CC(O)C>[NH3:4].[CH3:65][OH:66].[CH:21]1([C:24]2[C:29]([N:30]3[CH:34]=[N:33][N:32]=[N:31]3)=[CH:28][C:27]([NH:35][C:43]3[N:48]=[C:47]([NH:49][CH:50]4[CH2:51][C:52]([CH3:58])([CH3:59])[NH:53][C:54]([CH3:57])([CH3:56])[CH2:55]4)[C:46]([F:60])=[CH:45][N:44]=3)=[C:26]([F:36])[CH:25]=2)[CH2:23][CH2:22]1 |f:0.1,8.9|. Reaction conditions: temperature 70 celsius. Solvent: CC(C)O (IPA). The yield is 1.0%. Reactants: CO, O=C[O-], Cl, [NH4+], [NH4+], [OH-], [OH-], [OH-], [Pd+2], Cc1nc2c(N(Cc3ccccc3)Cc3ccccc3)nc3c(c2n1CC(C)C)CCCC3. Product: Cc1nc2c(N)nc3c(c2n1CC(C)C)CCCC3. Reaction SMILES: [CH3:38][OH:39].[CH:34]([O-:35])=[O:36].[ClH:42].[NH4+:37].[NH4+:40].[OH-:41].[OH-:43].[OH-:45].[Pd+2:44].[c:1]1([CH2:2][N:8]([CH2:3][c:4]2[cH:5][cH:6][cH:7][cH:27][cH:28]2)[c:9]2[n:10][c:11]3[c:16]([c:17]4[c:18]2[n:19][c:20]([CH3:26])[n:21]4[CH2:22][CH:23]([CH3:24])[CH3:25])[CH2:15][CH2:14][CH2:13][CH2:12]3)[cH:29][cH:30][cH:31][cH:32][cH:33]1>>[NH2:8][c:9]1[n:10][c:11]2[c:16]([c:17]3[c:18]1[n:19][c:20]([CH3:26])[n:21]3[CH2:22][CH:23]([CH3:24])[CH3:25])[CH2:15][CH2:14][CH2:13][CH2:12]2. Starting materials: ClC(Cl)(OC(OC(Cl)(Cl)Cl)=O)Cl (triphosgene), NC1=CC=C(C(=C1C(=O)O)OC)OC (6-Amino-2,3-dimethoxy-benzoic acid), ice water. The solvent is O1CCCC1 (tetrahydrofuran). The product is COC1=C(C=CC=2NC(OC(C21)=O)=O)OC (5,6-Dimethoxy-1H-benzo[d][1,3]oxazine-2,4-dione). As a reaction SMILES: [NH2:1][C:2]1[C:7]([C:8]([OH:10])=[O:9])=[C:6]([O:11][CH3:12])[C:5]([O:13][CH3:14])=[CH:4][CH:3]=1.Cl[C:16](Cl)([O:18]C(=O)OC(Cl)(Cl)Cl)Cl>O1CCCC1>[CH3:12][O:11][C:6]1[C:7]2[C:8](=[O:10])[O:9][C:16](=[O:18])[NH:1][C:2]=2[CH:3]=[CH:4][C:5]=1[O:13][CH3:14]. Procedure details: 10.0 g (50.7 mmol) 6-Amino-2,3-dimethoxy-benzoic acid were dissolved in 150 ml tetrahydrofuran, 6.52 g (22.0 mmol) triphosgene were added and the solution was refluxed for 3 h. After pouring on 400 ml of a ice/water mixture the precipitate was filtrated and rinsed with water and methanol. Reactants: BrC=1C=CC(=NC1)C(CC)O (1-(5-bromopyridin-2-yl)propan-1-ol), C(#N)C1=CC=C(C=C1)B(O)O (4-cyano phenyl boronic acid), C(=O)([O-])[O-].[Na+].[Na+] (Na2CO3), solution. The reagents and catalysts are C=1C=CC(=CC1)[P](C=2C=CC=CC2)(C=3C=CC=CC3)[Pd]([P](C=4C=CC=CC4)(C=5C=CC=CC5)C=6C=CC=CC6)([P](C=7C=CC=CC7)(C=8C=CC=CC8)C=9C=CC=CC9)[P](C=1C=CC=CC1)(C=1C=CC=CC1)C=1C=CC=CC1 (Pd(PPh3)4). As a reaction SMILES: Br[C:2]1[CH:3]=[CH:4][C:5]([CH:8]([OH:11])[CH2:9][CH3:10])=[N:6][CH:7]=1.[C:12]([C:14]1[CH:19]=[CH:18][C:17](B(O)O)=[CH:16][CH:15]=1)#[N:13].C([O-])([O-])=O.[Na+].[Na+]>C1(C)C=CC=CC=1.C(O)C.C1C=CC([P]([Pd]([P](C2C=CC=CC=2)(C2C=CC=CC=2)C2C=CC=CC=2)([P](C2C=CC=CC=2)(C2C=CC=CC=2)C2C=CC=CC=2)[P](C2C=CC=CC=2)(C2C=CC=CC=2)C2C=CC=CC=2)(C2C=CC=CC=2)C2C=CC=CC=2)=CC=1>[OH:11][CH:8]([C:5]1[N:6]=[CH:7][C:2]([C:17]2[CH:18]=[CH:19][C:14]([C:12]#[N:13])=[CH:15][CH:16]=2)=[CH:3][CH:4]=1)[CH2:9][CH3:10] |f:2.3.4,^1:42,44,63,82|. Reported procedure: To a solution of 1-(5-bromopyridin-2-yl)propan-1-ol (0.3 g, 1.38 mmol) in toluene (8 mL) and ethanol (4 mL) was added 4-cyano phenyl boronic acid (0.244 g, 1.6 mmol) and a 2 M solution of aq. Na2CO3. The reaction mixture degassed with argon, Pd(PPh3)4 (0.08 g, 0.069 mmol) was added, the reaction mixture was again degassed with argon for 10 min, and heated to 80° C. for 4 h. The reaction mixture was evaporated under vacuum to remove ethanol, the reaction mixture was diluted with water (10 mL), ex... Solvent: C1(=CC=CC=C1)C (toluene), C(C)O (ethanol). Reaction conditions: temperature 80 celsius. The yield is 45.6%. Product: OC(CC)C1=CC=C(C=N1)C1=CC=C(C#N)C=C1 (4-(6-(1-hydroxypropyl)pyridin-3-yl)benzonitrile). Reported procedure: 3.5 ml of 30% strength perhydrol were added to a mixture of 6.5 g (0.025 mol) of 2-[2-(2,3-dimethylphenyl)-hydrazino]-2-thiazoline hydrochloride, 60 ml of methylene chloride and 50 ml of 2N sodium hydroxide solution. The mixture was stirred for 18 hours under reflux, and a further 2 ml of perhydrol were added after 6 hours, and another 1 ml of perhydrol after 12 hours. The organic phase was separated off, dried over potassium carbonate and evaporated down, and the residue was recrystallised from... Reactants: OO (perhydrol), OO (perhydrol), OO (perhydrol), Cl.CC1=C(C=CC=C1C)NNC=1SCCN1 (2-[2-(2,3-dimethylphenyl)-hydrazino]-2-thiazoline hydrochloride), [OH-].[Na+] (sodium hydroxide). The product is CC1=C(C=CC=C1C)N=NC=1SCCN1 (2-(2,3-dimethylphenylazo)-2-thiazoline). Run in C(Cl)Cl (methylene chloride). Reaction SMILES: OO.Cl.[CH3:4][C:5]1[C:10]([CH3:11])=[CH:9][CH:8]=[CH:7][C:6]=1[NH:12][NH:13][C:14]1[S:15][CH2:16][CH2:17][N:18]=1.[OH-].[Na+]>C(Cl)Cl>[CH3:4][C:5]1[C:10]([CH3:11])=[CH:9][CH:8]=[CH:7][C:6]=1[N:12]=[N:13][C:14]1[S:15][CH2:16][CH2:17][N:18]=1 |f:1.2,3.4|. Run at time 18 hour.